This data is from the Open Reaction Database (ORD), a public repository of structured organic reaction records. The task is: describe an organic reaction: reactants, conditions, products, and yield Starting materials: [Al+3], [Cl-], [Cl-], [Cl-], ClCCl, Cl, O=C1CC(Sc2ccccc2)C(=O)O1. Yields the product O=C1CC(C(=O)O)Sc2ccccc21. Reaction SMILES: [Al+3:16].[Cl-:15].[Cl-:17].[Cl-:18].[Cl:20][CH2:21][Cl:22].[ClH:19].[c:1]1([S:7][CH:8]2[C:9](=[O:14])[O:10][C:11](=[O:13])[CH2:12]2)[cH:2][cH:3][cH:4][cH:5][cH:6]1>>[c:1]12[cH:2][cH:3][cH:4][cH:5][c:6]1[C:11](=[O:13])[CH2:12][CH:8]([C:9]([OH:10])=[O:14])[S:7]2.